This data is from the Open Reaction Database (ORD), a public repository of structured organic reaction records. The task is: describe an organic reaction: reactants, conditions, products, and yield Starting materials: COc1ccc2c(c1)Sc1c(cc(OC)c(OC(C)=O)c1Br)N2, CO, O=C(OO)c1cccc(Cl)c1, ClCCl. Yields the product COc1ccc2c(c1)S(=O)c1c(cc(OC)c(OC(C)=O)c1Br)N2. Reaction SMILES: [C:1]([CH3:2])(=[O:3])[O:4][c:5]1[c:6]([O:22][CH3:23])[cH:7][c:8]2[c:17]([c:18]1[Br:19])[S:16][c:15]1[c:10]([cH:11][cH:12][c:13]([O:20][CH3:21])[cH:14]1)[NH:9]2.[CH3:38][OH:39].[Cl:24][c:25]1[cH:26][c:27]([C:32](=[O:29])[O:33][OH:34])[cH:28][cH:30][cH:31]1.[Cl:35][CH2:36][Cl:37]>>[C:1]([CH3:2])(=[O:3])[O:4][c:5]1[c:6]([O:22][CH3:23])[cH:7][c:8]2[c:17]([c:18]1[Br:19])[S:16](=[O:29])[c:15]1[c:10]([cH:11][cH:12][c:13]([O:20][CH3:21])[cH:14]1)[NH:9]2. Reactants: CC1=C(C(=NO1)C1=CC=CC=C1)C(=O)O (5-Methyl-3-phenylisooxazole-4-carboxylic acid), N1C(CCC1)CC=1C=NC=CC1 (3-(pyrrolidin-2-ylmethyl)pyridine), F[B-](F)(F)F.N1(N=NC2=C1C=CC=C2)OC(=[N+](C)C)N(C)C (O-(benzotriazol-1-yl)-N,N,N′,N′-tetramethyluronium tetrafluoroborate), C(C)(C)N(CC)C(C)C (diisopropylethylamine). Run in CN(C=O)C (dimethylformamide). Yields the product CC1=C(C(=NO1)C1=CC=CC=C1)C(=O)N1C(CCC1)CC=1C=NC=CC1 (3-({1-[(5-Methyl-3-phenylisoxazol-4-yl)carbonyl]pyrrolidin-2-yl}methyl)pyridine). Reaction SMILES: [CH3:1][C:2]1[O:6][N:5]=[C:4]([C:7]2[CH:12]=[CH:11][CH:10]=[CH:9][CH:8]=2)[C:3]=1[C:13]([OH:15])=O.[NH:16]1[CH2:20][CH2:19][CH2:18][CH:17]1[CH2:21][C:22]1[CH:23]=[N:24][CH:25]=[CH:26][CH:27]=1.F[B-](F)(F)F.N1(OC(N(C)C)=[N+](C)C)C2C=CC=CC=2N=N1.C(N(C(C)C)CC)(C)C>CN(C)C=O>[CH3:1][C:2]1[O:6][N:5]=[C:4]([C:7]2[CH:8]=[CH:9][CH:10]=[CH:11][CH:12]=2)[C:3]=1[C:13]([N:16]1[CH2:20][CH2:19][CH2:18][CH:17]1[CH2:21][C:22]1[CH:23]=[N:24][CH:25]=[CH:26][CH:27]=1)=[O:15] |f:2.3|. Procedure: 5-Methyl-3-phenylisooxazole-4-carboxylic acid (40 mg, 0.197 mmol), 3-(pyrrolidin-2-ylmethyl)pyridine (50.5 mg, 0.215 mmol), O-(benzotriazol-1-yl)-N,N,N′,N′-tetramethyluronium tetrafluoroborate (86.2 mg, 0.268 mmol) and diisopropylethylamine (25.4 mg, 0.197 mmol) were mixed in dimethylformamide (1.0 mL) and stirred at room temperature. Solvent was evaporated in vacuo, and the residue was taken up in methanol (1 mL), filtered and purified by preparative chromatography. The combined fractions were ... Reactants: ClC1=NC=CC(=N1)C(=O)O (2-chloro-pyrimidine-4-carboxylic acid), FC(C1=CC=C(C=C1)B(O)O)(F)F (4-trifluoromethyl phenyl boronic acid), P(=O)([O-])([O-])[O-].[K+].[K+].[K+] (potassium phosphate), COCCOC (1,2-dimethoxyethane). The reagents and catalysts are C=1C=CC(=CC1)[P](C=2C=CC=CC2)(C=3C=CC=CC3)[Pd]([P](C=4C=CC=CC4)(C=5C=CC=CC5)C=6C=CC=CC6)([P](C=7C=CC=CC7)(C=8C=CC=CC8)C=9C=CC=CC9)[P](C=1C=CC=CC1)(C=1C=CC=CC1)C=1C=CC=CC1 (tetrakis(triphenylphosphine)palladium(0)). Solvent: O (water). Reaction conditions: temperature 80 celsius, time 5 hour. Yields the product FC(C1=CC=C(C=C1)C1=NC=CC(=N1)C(=O)O)(F)F (2-(4-Trifluoromethyl-phenyl)-pyrimidine-4-carboxylic acid). Isolated yield 40.2%. RXN SMILES: Cl[C:2]1[N:7]=[C:6]([C:8]([OH:10])=[O:9])[CH:5]=[CH:4][N:3]=1.[F:11][C:12]([F:23])([F:22])[C:13]1[CH:18]=[CH:17][C:16](B(O)O)=[CH:15][CH:14]=1.P([O-])([O-])([O-])=O.[K+].[K+].[K+].COCCOC>C1C=CC([P]([Pd]([P](C2C=CC=CC=2)(C2C=CC=CC=2)C2C=CC=CC=2)([P](C2C=CC=CC=2)(C2C=CC=CC=2)C2C=CC=CC=2)[P](C2C=CC=CC=2)(C2C=CC=CC=2)C2C=CC=CC=2)(C2C=CC=CC=2)C2C=CC=CC=2)=CC=1.O>[F:11][C:12]([F:23])([F:22])[C:13]1[CH:18]=[CH:17][C:16]([C:2]2[N:7]=[C:6]([C:8]([OH:10])=[O:9])[CH:5]=[CH:4][N:3]=2)=[CH:15][CH:14]=1 |f:2.3.4.5,^1:41,43,62,81|. Procedure: A mixture of 2-chloro-pyrimidine-4-carboxylic acid (2.0 g, 13 mmol), 4-trifluoromethyl phenyl boronic acid (2.4 g, 13 mmol), tetrakis(triphenylphosphine)palladium(0) (0.7 g, 0.6 mmol), potassium phosphate (5.3 g, 25 mmol), 1,2-dimethoxyethane (40 mL) and water (8 mL) was heated to 80° C. under a blanket of nitrogen in a sealed tube. After 5 h, the mixture was partitioned between water (50 mL) and ethyl acetate (50 mL). The aqueous layer was extracted with ethyl acetate (2×50 mL). The combined or... Starting materials: [BH4-], O=C1CCCc2c1sc1nc3n(c(=O)c21)CCCCCC3, C1CCOC1, CCO, [Na+]. The product is O=c1c2c3c(sc2nc2n1CCCCCC2)C(O)CCC3. Reaction SMILES: [BH4-:22].[CH2:1]1[CH2:2][CH2:3][C:4](=[O:21])[c:5]2[c:6]1[c:7]1[c:8]([n:9][c:10]3[n:11]([c:18]1=[O:19])[CH2:12][CH2:13][CH2:14][CH2:15][CH2:16][CH2:17]3)[s:20]2.[CH2:24]1[O:25][CH2:26][CH2:27][CH2:28]1.[CH3:29][CH2:30][OH:31].[Na+:23]>>[CH2:1]1[CH2:2][CH2:3][CH:4]([OH:21])[c:5]2[c:6]1[c:7]1[c:8]([n:9][c:10]3[n:11]([c:18]1=[O:19])[CH2:12][CH2:13][CH2:14][CH2:15][CH2:16][CH2:17]3)[s:20]2. Starting materials: BrC=1C=C(SC1C)C(=S)OC (methyl 4-bromo-5-methylthiothiophene-2-carboxylate), C1(CCCCC1)C1=CC=C(N)C=C1 (4-cyclohexylaniline), C=1C=CC(=CC1)P(C=2C=CC=CC2)C3=CC=C4C=CC=CC4=C3C5=C6C=CC=CC6=CC=C5P(C=7C=CC=CC7)C=8C=CC=CC8 (BINAP), C([O-])([O-])=O.[Cs+].[Cs+] (cesium carbonate). Reagents/catalysts: C(C)(=O)[O-].[Pd+2].C(C)(=O)[O-] (palladium (II) acetate). Solvent: C1(=CC=CC=C1)C (toluene). Yields the product C1(CCCCC1)C1=CC=C(C=C1)NC=1C=C(SC1C)C(=S)OC (Methyl 4-[(4-cyclohexylphenyl)amino]-5-methylthiothiophene-2-carboxylate). Yield: 46.7%. As a reaction SMILES: Br[C:2]1[CH:3]=[C:4]([C:8]([O:10][CH3:11])=[S:9])[S:5][C:6]=1[CH3:7].C1C=CC(P(C2C(C3C(P(C4C=CC=CC=4)C4C=CC=CC=4)=CC=C4C=3C=CC=C4)=C3C(C=CC=C3)=CC=2)C2C=CC=CC=2)=CC=1.C(=O)([O-])[O-].[Cs+].[Cs+].[CH:64]1([C:70]2[CH:76]=[CH:75][C:73]([NH2:74])=[CH:72][CH:71]=2)[CH2:69][CH2:68][CH2:67][CH2:66][CH2:65]1>C([O-])(=O)C.[Pd+2].C([O-])(=O)C.C1(C)C=CC=CC=1>[CH:64]1([C:70]2[CH:71]=[CH:72][C:73]([NH:74][C:2]3[CH:3]=[C:4]([C:8]([O:10][CH3:11])=[S:9])[S:5][C:6]=3[CH3:7])=[CH:75][CH:76]=2)[CH2:65][CH2:66][CH2:67][CH2:68][CH2:69]1 |f:2.3.4,6.7.8|. Procedure details: The same procedure as in Example 197, step (a) was followed using 122 mg (0.457 mmol) of methyl 4-bromo-5-methylthiothiophene-2-carboxylate (as prepared in Example 241, step (a)), 9.9 mg (9.7 mol %) of palladium (II) acetate, 42.3 mg (14.9 mol %) of racemic-BINAP, 206 mg (0.632 mmol) of cesium carbonate, 102 mg (0.582 mmol) of 4-cyclohexylaniline and 913 μL of toluene, and chromatographed as before using 20-40% CH2Cl2-hexane to afford 73.8 mg (45%) of the title compound as a light green resin: 1...